The task is: describe an organic reaction: reactants, conditions, products, and yield. This data is from the Open Reaction Database (ORD), a public repository of structured organic reaction records. As a reaction SMILES: [C:14]([CH3:15])([CH3:16])([CH3:17])[O:18][C:19](=[O:20])[N:21]1[CH2:22][CH2:23][NH:24][CH2:25][CH2:26]1.[Cl:1][c:2]1[c:3]([CH3:13])[c:4]([C:5](=[O:6])[O:7][CH2:8][CH3:9])[cH:10][cH:11][n:12]1>>[c:2]1([N:24]2[CH2:23][CH2:22][N:21]([C:19]([O:18][C:14]([CH3:15])([CH3:16])[CH3:17])=[O:20])[CH2:26][CH2:25]2)[c:3]([CH3:13])[c:4]([C:5](=[O:6])[O:7][CH2:8][CH3:9])[cH:10][cH:11][n:12]1. Yields the product CCOC(=O)c1ccnc(N2CCN(C(=O)OC(C)(C)C)CC2)c1C. The reactants are CC(C)(C)OC(=O)N1CCNCC1, CCOC(=O)c1ccnc(Cl)c1C.